Task: describe an organic reaction: reactants, conditions, products, and yield. Dataset: the Open Reaction Database (ORD), a public repository of structured organic reaction records Yields the product c1ccc2c(c1)CCCO2. Reactants: CC(=O)O, [H][H], C1=Cc2ccccc2OC1. RXN SMILES: [CH3:13][C:14](=[O:15])[OH:16].[H:11][H:12].[O:1]1[CH2:2][CH:3]=[CH:4][c:5]2[cH:6][cH:7][cH:8][cH:9][c:10]21>>[O:1]1[CH2:2][CH2:3][CH2:4][c:5]2[cH:6][cH:7][cH:8][cH:9][c:10]21. Reactants: CCO, CCOC(C)=O, Cc1cccc([N+](=O)[O-])c1Cl. RXN SMILES: [CH3:12][CH2:13][OH:14].[CH3:15][CH2:16][O:17][C:18]([CH3:19])=[O:20].[Cl:1][c:2]1[c:3]([CH3:11])[cH:4][cH:5][cH:6][c:7]1[N+:8]([O-:9])=[O:10]>>[Cl:1][c:2]1[c:3]([CH3:11])[cH:4][cH:5][cH:6][c:7]1[NH2:8]. Yields the product Cc1cccc(N)c1Cl. Yields the product BrC1=CC=C(COCC(=O)OCC)C=C1 (Ethyl 2-(4-Bromobenzyloxy)acetate). The reactants are [N+](=[N-])=CC(=O)OCC (ethyl diazoacetate), [N+](=[N-])=CC(=O)OCC (ethyl diazoacetate), BrC1=CC=C(C=C1)CO ((4-bromophenyl)methanol). The reagents and catalysts are C(C)(=O)[O-].[Rh+2].C(C)(=O)[O-] (rhodium(II) acetate). Conditions: time 0.5 hour. Solvent: C(Cl)Cl (DCM), C(Cl)Cl (DCM). Reaction SMILES: [Br:1][C:2]1[CH:7]=[CH:6][C:5]([CH2:8][OH:9])=[CH:4][CH:3]=1.[N+](=[CH:12][C:13]([O:15][CH2:16][CH3:17])=[O:14])=[N-]>C(Cl)Cl.C([O-])(=O)C.[Rh+2].C([O-])(=O)C>[Br:1][C:2]1[CH:7]=[CH:6][C:5]([CH2:8][O:9][CH2:12][C:13]([O:15][CH2:16][CH3:17])=[O:14])=[CH:4][CH:3]=1 |f:3.4.5|. Procedure details: To a solution of (4-bromophenyl)methanol (1.0 g, 5.35 mmol) in DCM (25 mL) cooled in an ice bath was added rhodium(II) acetate dimmer (0.236 g, 0.535 mmol). To the resulting mixture was slowly added a solution of ethyl diazoacetate (0.721 mL, 6.95 mmol) in DCM (1 mL). The reaction mixture was stirred for 0.5 h. Additional ethyl diazoacetate (300 μL) was added and the resulting mixture was stirred for an additional 0.5 h. The mixture was concentrated and the residue was purified by chromatography... Starting materials: N1=CC=CC=C1 (pyridine), ClC(=O)OCC (ethyl chloroformate). Run in C(C)#N (acetonitrile). Product: [Cl-].C(C)OC(=O)[N+]1=CC=CC=C1 (N-ethoxycarbonylpyridinium chloride salt). As a reaction SMILES: [N:1]1[CH:6]=[CH:5][CH:4]=[CH:3][CH:2]=1.[Cl:7][C:8]([O:10][CH2:11][CH3:12])=[O:9]>C(#N)C>[Cl-:7].[CH2:11]([O:10][C:8]([N+:1]1[CH:6]=[CH:5][CH:4]=[CH:3][CH:2]=1)=[O:9])[CH3:12] |f:3.4|. Procedure details: A solution of pyridine (320 g, 4.05 mol) in acetonitrile (1600 mL) was cooled to −25° C. and treated with ethyl chloroformate (440 g, 4.05 mol) over about 0.75 hours, keeping the temperature below −15° C. A very thick slurry of the intermediate N-ethoxycarbonylpyridinium chloride salt was formed. This suspension was stirred at −30 to −15° C. for 2 hours. Triethyl phosphite (671.2 g, 4.04 mol) was then added over about 1 hour while keeping the temperature in the same range. A yellow solution resu... The reactants are ClC1=C(C=NC2=C(C(=C(C=C12)OC)OC)OC)C#N (4-chloro-6,7,8-trimethoxy-3-quinolinecarbonitrile), BrC=1C=C(N)C=CC1 (m-bromoaniline), C(C)OC(C)O (ethoxyethanol), C([O-])([O-])=O.[Na+].[Na+] (sodium carbonate). Run in O (water). Product: BrC=1C=C(C=CC1)NC1=C(C=NC2=C(C(=C(C=C12)OC)OC)OC)C#N (4-(3-bromo-phenylamino)-6,7,8-trimethoxy-quinoline-3-carbonitrile). The yield is 85.4%. As a reaction SMILES: Cl[C:2]1[C:11]2[C:6](=[C:7]([O:16][CH3:17])[C:8]([O:14][CH3:15])=[C:9]([O:12][CH3:13])[CH:10]=2)[N:5]=[CH:4][C:3]=1[C:18]#[N:19].[Br:20][C:21]1[CH:22]=[C:23]([CH:25]=[CH:26][CH:27]=1)[NH2:24].C(OC(O)C)C.C(=O)([O-])[O-].[Na+].[Na+]>O>[Br:20][C:21]1[CH:22]=[C:23]([NH:24][C:2]2[C:11]3[C:6](=[C:7]([O:16][CH3:17])[C:8]([O:14][CH3:15])=[C:9]([O:12][CH3:13])[CH:10]=3)[N:5]=[CH:4][C:3]=2[C:18]#[N:19])[CH:25]=[CH:26][CH:27]=1 |f:3.4.5|. Procedure: A mixture of 0.167 g of 4-chloro-6,7,8-trimethoxy-3-quinolinecarbonitrile, 0.12 g of m-bromoaniline, and 5 ml of ethoxyethanol was stirred under nitrogen, at reflux temperature for 30 minutes. The mixture was cooled and added to 50 ml of water. To this mixture was added sodium carbonate to pH 9. The product was collected, washed with water, dried, and washed with 10 ml of hexanes-ethyl acetate (4:1) to give 0.212 g of 4-(3-bromo-phenylamino)-6,7,8-trimethoxy-quinoline-3-carbonitrile as a solid, ...